This data is from the Open Reaction Database (ORD), a public repository of structured organic reaction records. The task is: describe an organic reaction: reactants, conditions, products, and yield The reactants are COc1ccc(Br)cc1, Cc1ccc2c(c1)C(=O)C(=O)N2. Product: COc1ccc(C2(O)C(=O)Nc3ccc(C)cc32)cc1. RXN SMILES: [Br:1][c:2]1[cH:3][cH:4][c:5]([O:8][CH3:9])[cH:6][cH:7]1.[CH3:10][c:11]1[cH:12][c:13]2[c:17]([cH:18][cH:19]1)[NH:16][C:15](=[O:20])[C:14]2=[O:21]>>[c:2]1([C:14]2([OH:21])[c:13]3[cH:12][c:11]([CH3:10])[cH:19][cH:18][c:17]3[NH:16][C:15]2=[O:20])[cH:3][cH:4][c:5]([O:8][CH3:9])[cH:6][cH:7]1. The reactants are NN1C(C2=CC=CC=C2C(=N1)C=1SC=CC1C)=O (2-amino-4-(3-methylthiophen-2-yl)phthalazin-1(2H)-one), [C@H]12[C@@H](C[C@H](C=C1)C2)CC(=O)O (2-((1S,2S,4S)-bicyclo[2.2.1]hept-5-en-2-yl)acetic acid). Yields the product [C@H]12[C@@H](C[C@H](C=C1)C2)CC(=O)NN2C(C1=CC=CC=C1C(=N2)C=2SC=CC2C)=O (2-[(1S,2S,4S)-bicyclo[2.2.1]hept-5-en-2-yl]-N-[4-(3-methylthiophen-2-yl)-1-oxophthalazin-2(1H)-yl]acetamide). Reaction SMILES: [NH2:1][N:2]1[N:11]=[C:10]([C:12]2[S:13][CH:14]=[CH:15][C:16]=2[CH3:17])[C:9]2[C:4](=[CH:5][CH:6]=[CH:7][CH:8]=2)[C:3]1=[O:18].[C@@H:19]12[CH2:25][C@@H:22]([CH:23]=[CH:24]1)[CH2:21][C@H:20]2[CH2:26][C:27](O)=[O:28]>>[C@@H:19]12[CH2:25][C@@H:22]([CH:23]=[CH:24]1)[CH2:21][C@H:20]2[CH2:26][C:27]([NH:1][N:2]1[N:11]=[C:10]([C:12]2[S:13][CH:14]=[CH:15][C:16]=2[CH3:17])[C:9]2[C:4](=[CH:5][CH:6]=[CH:7][CH:8]=2)[C:3]1=[O:18])=[O:28]. Procedure details: The product from Example 14B and 2-((1S,2S,4S)-bicyclo[2.2.1]hept-5-en-2-yl)acetic acid was processed using a method similar to that described in Example 10C to afford the title compound. 1H NMR (400 MHz, DMSO-d6) δ ppm 11.31 (s, 1H), 8.38-8.40 (m, 1H), 7.89-8.05 (m, 2H), 7.72 (d, J=5.1 Hz, 1H), 7.62-7.65 (m, 1H), 7.12 (d, J=5.1 Hz, 1H), 6.22 (dd, J=5.7, 3.0 Hz, 1H), 6.06 (dd, J=5.7, 2.8 Hz, 1H), 2.88-2.90 (m, 1H), 2.77-2.79 (m, 1H), 2.42-2.52 (m, 1H), 2.10 (s, 3H), 2.08 (m, 2H), 1.90 (ddd, J=11...